From a dataset of the Open Reaction Database (ORD), a public repository of structured organic reaction records. describe an organic reaction: reactants, conditions, products, and yield The reactants are C(C)NC1=CC(=CC=C1)C (N-ethyl-3-methyl-aniline), CCOCCOCCBr ([β-(β-ethoxy)-ethoxy]ethyl bromide), C([O-])(O)=O.[Na+] (sodium bicarbonate), C(C)O (ethanol). Reported procedure: A mixture of 67.5 g(0.5 mole) of N-ethyl-3-methyl-aniline, 98.5 g (0.5 mole) of [β-(β-ethoxy)-ethoxy]ethyl bromide, 44.1 g (0.55 mole) of sodium bicarbonate, 5.50 ml of ethanol and 145 ml of water was refluxed for 80 hours. Ethanol was removed by distillation and the oil layer was extracted with ether. The extract was dried with potassium carbonate and then ether was removed, followed by distillation of the residue oil under reduced pressure. RXN SMILES: [CH2:1]([NH:3][C:4]1[CH:9]=[CH:8][CH:7]=[C:6]([CH3:10])[CH:5]=1)[CH3:2].CCO[CH2:14][CH2:15][O:16][CH2:17][CH2:18]Br.C(=O)(O)[O-].[Na+].[CH2:25]([OH:27])[CH3:26]>O>[CH2:1]([N:3]([CH2:26][CH2:25][O:27][CH:17]([O:16][CH2:15][CH3:14])[CH3:18])[C:4]1[CH:9]=[CH:8][CH:7]=[C:6]([CH3:10])[CH:5]=1)[CH3:2] |f:2.3|. Run in O (water). Product: C(C)N(C1=CC(=CC=C1)C)CCOC(C)OCC (n-ethyl-N-[β-ethoxy[β-ethoxy)]ethyl-3-methylaniline). The reactants are BrCCCCOC1C(NC2=CC=CC=C2C1)=O (4-bromo-butoxy-3,4-dihydro-carbostyril), COC1=C(C=CC=C1)S (2-methoxy-thiophenol). The product is COC1=C(C=CC=C1)SCCCCOC=1C=C2CCC(NC2=CC1)=O (6-[4-(2-Methoxyphenyl-mercapto)-butoxy]-3,4-dihydro-carbostyril). RXN SMILES: BrCCCCO[CH:7]1[CH2:16][C:15]2[C:10](=[CH:11][CH:12]=[CH:13][CH:14]=2)[NH:9][C:8]1=[O:17].[CH3:18][O:19][C:20]1[CH:25]=[CH:24][CH:23]=[CH:22][C:21]=1[SH:26]>>[CH3:18][O:19][C:20]1[CH:25]=[CH:24][CH:23]=[CH:22][C:21]=1[S:26][CH2:15][CH2:16][CH2:7][CH2:8][O:17][C:13]1[CH:14]=[C:15]2[C:10](=[CH:11][CH:12]=1)[NH:9][C:8](=[O:17])[CH2:7][CH2:16]2. Procedure: Prepared analogous to Example 1 from 6-(4-bromo-butoxy-3,4-dihydro-carbostyril (m.p. 142°-147° C.) and 2-methoxy-thiophenol. Reactants: FCCBr, COc1ccc2nc(-c3ccc(NC(=O)OC(C)(C)C)nc3)oc2c1, [H-], [Na+], CN(C)C=O. Yields the product COc1ccc2nc(-c3ccc(N(CCF)C(=O)OC(C)(C)C)nc3)oc2c1. RXN SMILES: [Br:28][CH2:29][CH2:30][F:31].[CH3:1][O:2][c:3]1[cH:4][c:5]2[c:6]([n:7][c:8](-[c:10]3[cH:11][cH:12][c:13]([NH:16][C:17]([O:18][C:19]([CH3:20])([CH3:21])[CH3:22])=[O:23])[n:14][cH:15]3)[o:9]2)[cH:24][cH:25]1.[H-:26].[Na+:27].[O:32]=[CH:33][N:34]([CH3:35])[CH3:36]>>[CH3:1][O:2][c:3]1[cH:4][c:5]2[c:6]([n:7][c:8](-[c:10]3[cH:11][cH:12][c:13]([N:16]([C:17]([O:18][C:19]([CH3:20])([CH3:21])[CH3:22])=[O:23])[CH2:29][CH2:30][F:31])[n:14][cH:15]3)[o:9]2)[cH:24][cH:25]1. Reactants: Fc1cc(C(F)(F)F)ccc1C(=S)Nc1ccc(Br)cc1, O=C([O-])O, CCO, Cl, NO, [Na+]. Yields the product ON=C(Nc1ccc(Br)cc1)c1ccc(C(F)(F)F)cc1F. RXN SMILES: [Br:1][c:2]1[cH:3][cH:4][c:5]([NH:8][C:9](=[S:10])[c:11]2[c:12]([F:21])[cH:13][c:14]([C:17]([F:18])([F:19])[F:20])[cH:15][cH:16]2)[cH:6][cH:7]1.[C:25](=[O:26])([OH:27])[O-:28].[CH3:30][CH2:31][OH:32].[ClH:22].[NH2:23][OH:24].[Na+:29]>>[Br:1][c:2]1[cH:3][cH:4][c:5]([NH:8][C:9]([c:11]2[c:12]([F:21])[cH:13][c:14]([C:17]([F:18])([F:19])[F:20])[cH:15][cH:16]2)=[N:23][OH:24])[cH:6][cH:7]1. The product is BrC=1C=CC(=C(C(=O)C2=C(C(=C(C=C2C)OC)OC)OC)C1C)OC (5-bromo-6,6'-dimethyl-2,2'3',4'-tetramethoxy-benzophenone). Conditions: time 16 hour. Procedure details: A mixture of 6B (24 g, 10 mmol), 3,4,5-trimethoxytoluene (1.82 g; 10 mmol), P2O5 (10.0 g) and dichloromethane (150 ml) is stirred at room temperature for 16 hours. Subsequently, the dichloromethane is distilled off and the residue is diluted with ethyl acetate. The organic phase is washed with water and concentrated. The residue is purified by column chromatography (petrol ether: ethyl acetate, 8:2 v/v) and recrystallized from diisopropylether. The solid material is collected by vacuum filtratio... Reaction SMILES: [Br:1][C:2]1[CH:3]=[CH:4][C:5]([O:12][CH3:13])=[C:6]([C:10]=1[CH3:11])[C:7]([OH:9])=O.[CH3:14][O:15][C:16]1[CH:17]=[C:18]([CH3:26])[CH:19]=[C:20]([O:24][CH3:25])[C:21]=1[O:22][CH3:23].O=P12OP3(OP(OP(O3)(O1)=O)(=O)O2)=O>ClCCl>[Br:1][C:2]1[CH:3]=[CH:4][C:5]([O:12][CH3:13])=[C:6]([C:10]=1[CH3:11])[C:7]([C:17]1[C:18]([CH3:26])=[CH:19][C:20]([O:24][CH3:25])=[C:21]([O:22][CH3:23])[C:16]=1[O:15][CH3:14])=[O:9]. Solvent: ClCCl (dichloromethane). Starting materials: BrC=1C=CC(=C(C(=O)O)C1C)OC (5-Bromo-6-methyl-2-methoxybenzoic acid), COC=1C=C(C=C(C1OC)OC)C (3,4,5-trimethoxytoluene), O=P12OP3(=O)OP(=O)(O1)OP(=O)(O2)O3 (P2O5). The reactants are COc1cc(-c2cnn(C)c2)cn2ncc(C#Cc3ccnc(N)c3)c12, CCO, [H][H], [OH-], [OH-], [Pd+2]. Yields the product COc1cc(-c2cnn(C)c2)cn2ncc(CCc3ccnc(N)c3)c12. As a reaction SMILES: [CH3:1][O:2][c:3]1[c:4]2[n:5]([cH:6][c:7](-[c:9]3[cH:10][n:11][n:12]([CH3:14])[cH:13]3)[cH:8]1)[n:15][cH:16][c:17]2[C:18]#[C:19][c:20]1[cH:21][c:22]([NH2:26])[n:23][cH:24][cH:25]1.[CH3:29][CH2:30][OH:31].[H:27][H:28].[OH-:32].[OH-:34].[Pd+2:33]>>[CH3:1][O:2][c:3]1[c:4]2[n:5]([cH:6][c:7](-[c:9]3[cH:10][n:11][n:12]([CH3:14])[cH:13]3)[cH:8]1)[n:15][cH:16][c:17]2[CH2:18][CH2:19][c:20]1[cH:21][c:22]([NH2:26])[n:23][cH:24][cH:25]1. Reactants: CCOC(C)=O, CO, NC(=O)c1[nH]c2c([N+](=O)[O-])cccc2c1-c1ccc(NC(=O)Nc2cc(C(F)(F)F)ccc2F)cc1. Yields the product NC(=O)c1[nH]c2c(N)cccc2c1-c1ccc(NC(=O)Nc2cc(C(F)(F)F)ccc2F)cc1. RXN SMILES: [CH3:37][CH2:38][O:39][C:40](=[O:41])[CH3:42].[CH3:43][OH:44].[F:1][c:2]1[c:3]([NH:12][C:13]([NH:14][c:15]2[cH:16][cH:17][c:18](-[c:21]3[c:22]([C:33](=[O:34])[NH2:35])[nH:23][c:24]4[c:25]([N+:30]([O-:31])=[O:32])[cH:26][cH:27][cH:28][c:29]34)[cH:19][cH:20]2)=[O:36])[cH:4][c:5]([C:8]([F:9])([F:10])[F:11])[cH:6][cH:7]1>>[F:1][c:2]1[c:3]([NH:12][C:13]([NH:14][c:15]2[cH:16][cH:17][c:18](-[c:21]3[c:22]([C:33](=[O:34])[NH2:35])[nH:23][c:24]4[c:25]([NH2:30])[cH:26][cH:27][cH:28][c:29]34)[cH:19][cH:20]2)=[O:36])[cH:4][c:5]([C:8]([F:9])([F:10])[F:11])[cH:6][cH:7]1. Reactants: ClC1=C(C=C(C=C1)C=1N=C(NC1C1=CC=NC=C1)C(CNC)(C)C)O (2-Chloro-5-[2-(1,1-dimethyl-2-methylamino-ethyl)-5-pyridin-4-yl-1H-imidazol-4-yl]-phenol), ClC1=C(C=C(C=C1)C=1N=C(NC1C1=CC=NC=C1)C(CNC(=O)N1CCN(CC1)CCOC)(C)C)O (4-(2-Methoxy-ethyl)-piperazine-1-carboxylic acid {2-[4-(4-chloro-3-hydroxy-phenyl)-5-pyridin-4-yl-1H-imidazol-2-yl]-2-methyl-propyl}-amide). Reaction SMILES: Cl[C:2]1C=CC(C2N=C(C(C)(C)CNC)NC=2C2C=CN=CC=2)=CC=1O.[Cl:26][C:27]1[CH:32]=[CH:31][C:30]([C:33]2[N:34]=[C:35]([C:44]([CH3:60])([CH3:59])[CH2:45][NH:46][C:47]([N:49]3[CH2:54][CH2:53][N:52]([CH2:55][CH2:56][O:57][CH3:58])[CH2:51][CH2:50]3)=[O:48])[NH:36][C:37]=2[C:38]2[CH:43]=[CH:42][N:41]=[CH:40][CH:39]=2)=[CH:29][C:28]=1[OH:61]>>[Cl:26][C:27]1[CH:32]=[CH:31][C:30]([C:33]2[N:34]=[C:35]([C:44]([CH3:59])([CH3:60])[CH2:45][N:46]([CH3:2])[C:47]([N:49]3[CH2:50][CH2:51][N:52]([CH2:55][CH2:56][O:57][CH3:58])[CH2:53][CH2:54]3)=[O:48])[NH:36][C:37]=2[C:38]2[CH:43]=[CH:42][N:41]=[CH:40][CH:39]=2)=[CH:29][C:28]=1[OH:61]. Reported procedure: The title compound (170 mg, 41%) was prepared from the product of Example 52 and the product of Example 49 Step 1 using the method described in Example 49 Step 2; MS(ES+) m/e 527/529 [M+H]+. The yield is 41.0%. The product is ClC1=C(C=C(C=C1)C=1N=C(NC1C1=CC=NC=C1)C(CN(C(=O)N1CCN(CC1)CCOC)C)(C)C)O (4-(2-Methoxy-ethyl)-piperazine-1-carboxylic acid {2-[4-(4-chloro-3-hydroxy-phenyl)-5-pyridin-4-yl-1H-imidazol-2-yl]-2-methyl-propyl}-methyl-amide). Reactants: O (Water), NC([C@@H](CC1=CC=C(C=C1)I)NC(OC(C)(C)C)=O)=O ((R)-tert-butyl 1-amino-3-(4-iodophenyl)-1-oxopropan-2-ylcarbamate), CS(=O)[O-].[Na+] (sodium methanesulfinate), CNCCNC (N,N′-dimethylethylenediamine). Run in CCOC(=O)C (EtOAc), CS(=O)C (DMSO). Conditions: time 3 hour. Yields the product NC([C@@H](CC1=CC=C(C=C1)S(=O)(=O)C)NC(OC(C)(C)C)=O)=O ((R)-tert-butyl 1-amino-3-(4-(methylsulfonyl)phenyl)-1-oxopropan-2-ylcarbamate). Yield: 87.8%. Reaction SMILES: [NH2:1][C:2](=[O:20])[C@H:3]([NH:12][C:13](=[O:19])[O:14][C:15]([CH3:18])([CH3:17])[CH3:16])[CH2:4][C:5]1[CH:10]=[CH:9][C:8](I)=[CH:7][CH:6]=1.[CH3:21][S:22]([O-:24])=[O:23].[Na+].CNCCNC.O>CS(C)=O.CCOC(C)=O>[NH2:1][C:2](=[O:20])[C@H:3]([NH:12][C:13](=[O:19])[O:14][C:15]([CH3:18])([CH3:17])[CH3:16])[CH2:4][C:5]1[CH:10]=[CH:9][C:8]([S:22]([CH3:21])(=[O:24])=[O:23])=[CH:7][CH:6]=1 |f:1.2|. Procedure details: A mixture of (R)-tert-butyl 1-amino-3-(4-iodophenyl)-1-oxopropan-2-ylcarbamate (200 mg, 0.512 mmol), sodium methanesulfinate (200 mg, 85%, 1.66 mmol), CuOTf hemi-toluene complex (120 mg, 0.464 mmol) and N,N′-dimethylethylenediamine (0.030 mL, 0.279 mmol) in DMSO (5 mL) was stirred at 115 C for 3 h. Water and EtOAc were added. The organic phase was separated, washed with 5% NaHCO3, dried over Na2SO4, concentrated in vacuo to give (R)-tert-butyl 1-amino-3-(4-(methylsulfonyl)phenyl)-1-oxopropan-2-y... Reactants: COC(C1=C(C(=CC=C1)N)N)=O (2,3-diaminobenzoic acid methyl ester), COC(C(CO)C)=O (2-methyl-3-hydroxypropionic acid methyl ester), [OH-].[Na+] (sodium hydroxide). Run in Cl (HCl). Reaction conditions: temperature 90 celsius, time 24 hour. Product: OCC(C)C1=NC2=C(N1)C=CC=C2C(=O)O (2-(2-hydroxy-1-methylethyl)-1H-benzoimidazole-4-carboxylic acid). Yield: 25.8%. Reaction SMILES: C[O:2][C:3](=[O:12])[C:4]1[CH:9]=[CH:8][CH:7]=[C:6]([NH2:10])[C:5]=1[NH2:11].C[O:14][C:15](=O)[CH:16]([CH3:19])[CH2:17]O.[OH-].[Na+]>Cl>[OH:14][CH2:15][CH:16]([C:19]1[NH:10][C:6]2[CH:7]=[CH:8][CH:9]=[C:4]([C:3]([OH:2])=[O:12])[C:5]=2[N:11]=1)[CH3:17] |f:2.3|. Procedure: To a solution of 2,3-diaminobenzoic acid methyl ester (2.1 g, 14.1 mmol) in 4 M HCl (90 mL) was added 2-methyl-3-hydroxypropionic acid methyl ester (5 g, 42.3 mmol). The mixture was stirred at ˜90° C. for 24 h. It was neutralized by use of aqueous sodium hydroxide solution to pH ˜3, and concentrated to dryness. The residue was suspended in methanol, and filtered through a filter paper. After the filtrate was concentrated, the remaining solid residue was dissolved in water and washed with ethyl a...